This data is from the Open Reaction Database (ORD), a public repository of structured organic reaction records. The task is: describe an organic reaction: reactants, conditions, products, and yield Reactants: COc1cc(Br)ccc1C=O, CN, CC(=O)[O-], ClCCl, Cl, C[N+](=O)[O-], [Na+], O. Yields the product COc1cc(Br)ccc1C=C[N+](=O)[O-]. RXN SMILES: [Br:1][c:2]1[cH:3][c:4]([O:10][CH3:11])[c:5]([CH:6]=[O:7])[cH:8][cH:9]1.[CH3:13][NH2:14].[CH3:16][C:17](=[O:18])[O-:19].[Cl:25][CH2:26][Cl:27].[ClH:12].[N+:20](=[O:21])([O-:22])[CH3:23].[Na+:15].[OH2:24]>>[Br:1][c:2]1[cH:3][c:4]([O:10][CH3:11])[c:5]([CH:6]=[CH:23][N+:20](=[O:21])[O-:22])[cH:8][cH:9]1. The reactants are C(C)(C)(C)OC(C[C@@H](C(=O)NCCCCCCCCCCC)NC(=O)OCC1C2=CC=CC=C2C=2C=CC=CC12)=O ((S)-3-(9H-fluoren-9-ylmethoxycarbonylamino)-N-undecylsuccinamic acid tert-butyl ester). Solvent: CO (methanol), C(=O)(C(F)(F)F)O (TFA), C(=O)(C(F)(F)F)O (TFA). Product: C1=CC=CC=2C3=CC=CC=C3C(C12)COC(=O)N[C@@H](CC(=O)O)C(=O)NCCCCCCCCCCC ((S)-3-(9H-fluoren-9-ylmethoxycarbonylamino)-N-undecylsuccinamic acid). The yield is 99.3%. RXN SMILES: C([O:5][C:6](=[O:41])[CH2:7][C@H:8]([NH:23][C:24]([O:26][CH2:27][CH:28]1[C:40]2[CH:39]=[CH:38][CH:37]=[CH:36][C:35]=2[C:34]2[C:29]1=[CH:30][CH:31]=[CH:32][CH:33]=2)=[O:25])[C:9]([NH:11][CH2:12][CH2:13][CH2:14][CH2:15][CH2:16][CH2:17][CH2:18][CH2:19][CH2:20][CH2:21][CH3:22])=[O:10])(C)(C)C>C(O)(C(F)(F)F)=O.CO>[CH:30]1[C:29]2[CH:28]([CH2:27][O:26][C:24]([NH:23][C@H:8]([C:9]([NH:11][CH2:12][CH2:13][CH2:14][CH2:15][CH2:16][CH2:17][CH2:18][CH2:19][CH2:20][CH2:21][CH3:22])=[O:10])[CH2:7][C:6]([OH:41])=[O:5])=[O:25])[C:40]3[C:35](=[CH:36][CH:37]=[CH:38][CH:39]=3)[C:34]=2[CH:33]=[CH:32][CH:31]=1. Procedure: A solution of (S)-3-(9H-fluoren-9-ylmethoxycarbonylamino)-N-undecylsuccinamic acid tert-butyl ester (113 mg, 0.2 mmol) in TFA (2 ml) was stirred at room temperature for 30 min. After completion of the reaction, TFA was removed by evaporation in vacuo. Purification of the residue by silica gel column chromatography (using dichloromethane:methanol=9:1 as an eluent) gave (S)-3-(9H-fluoren-9-ylmethoxycarbonylamino)-N-undecylsuccinamic acid (101 mg, 99% yield) as a colorless amorphous solid. RXN SMILES: [CH3:1][c:2]1[n:3][nH:4][c:5]([C:7]([F:8])([F:9])[F:10])[cH:6]1.[Cl:29][N:30]1[C:31](=[O:32])[CH2:33][CH2:34][C:35]1=[O:36].[F:11][C:12]([F:13])([F:14])[c:15]1[cH:16][c:17]([C:18]([F:19])([F:20])[F:21])[nH:22][n:23]1.[O:24]=[CH:25][N:26]([CH3:27])[CH3:28].[OH2:37]>>[CH3:1][c:2]1[n:3][nH:4][c:5]([C:7]([F:8])([F:9])[F:10])[c:6]1[Cl:29]. Product: Cc1n[nH]c(C(F)(F)F)c1Cl. Starting materials: Cc1cc(C(F)(F)F)[nH]n1, O=C1CCC(=O)N1Cl, FC(F)(F)c1cc(C(F)(F)F)[nH]n1, CN(C)C=O, O.